The task is: describe an organic reaction: reactants, conditions, products, and yield. This data is from the Open Reaction Database (ORD), a public repository of structured organic reaction records. The reactants are C(C)(C)(C)OC(=O)N(CCCCNC(C(F)(F)F)=O)CC1=CC=CC=2N1C=CN2 (5-[N-tert-butoxycarbonyl-N-(4-trifluoroacetamidobutan-1-yl)amino methyl]imidazo[1,2-a]pyridine), ClC(C(=O)Cl)(Cl)Cl (trichloroacetyl chloride), ice water. Reagents/catalysts: CN(C)C1=CC=NC=C1 (4-(N,N-dimethylamino)pyridine). Run in C1CCOC1 (THF). The product is ClC(C(=O)C1=CN=C2N1C(=CC=C2)CN(CCCCNC(C(F)(F)F)=O)C(=O)OC(C)(C)C)(Cl)Cl (3-trichloroacetyl-5-[N-tert-butoxy carbonyl-N-(4-trifluoroacetamidobutan-1-yl)aminomethyl] imidazo[1,2-a]pyridine). Isolated yield 47.9%. As a reaction SMILES: [C:1]([O:5][C:6]([N:8]([CH2:20][C:21]1[N:26]2[CH:27]=[CH:28][N:29]=[C:25]2[CH:24]=[CH:23][CH:22]=1)[CH2:9][CH2:10][CH2:11][CH2:12][NH:13][C:14](=[O:19])[C:15]([F:18])([F:17])[F:16])=[O:7])([CH3:4])([CH3:3])[CH3:2].[Cl:30][C:31]([Cl:36])([Cl:35])[C:32](Cl)=[O:33]>CN(C1C=CN=CC=1)C.C1COCC1>[Cl:30][C:31]([Cl:36])([Cl:35])[C:32]([C:27]1[N:26]2[C:21]([CH2:20][N:8]([C:6]([O:5][C:1]([CH3:4])([CH3:2])[CH3:3])=[O:7])[CH2:9][CH2:10][CH2:11][CH2:12][NH:13][C:14](=[O:19])[C:15]([F:18])([F:17])[F:16])=[CH:22][CH:23]=[CH:24][C:25]2=[N:29][CH:28]=1)=[O:33]. Procedure: To a solution of 7.69 g (18.56 mmol) of 5-[N-tert-butoxycarbonyl-N-(4-trifluoroacetamidobutan-1-yl)amino methyl]imidazo[1,2-a]pyridine and 10.20 g (83.52 mmol) of 4-(N,N-dimethylamino)pyridine in 100 ml of THF was added 6.21 ml (55.67 mmol) of trichloroacetyl chloride. The reaction mixture was heated for 16 hours under reflux. The reaction mixture was poured into ice-water, and extracted with 100 ml of ethyl acetate. The organic layer was washed with 150 ml of a saturated aqueous saline solution... The reactants are Na2HPO4.7H2O, COC1=C(CN2[C@H]([C@H](C2=O)NC(COC2=CC=CC=C2)=O)C2=C(C=CC=C2)C2OCCO2)C=CC(=C1)OC (cis-1-(2,4-Dimethoxybenzyl)-2-[2-(2-dioxolanyl)phenyl]-4-oxo-3-phenoxyacetylaminoazetidine), K2S2O8, Na2HPO4.7H2O. Solvent: C(C)#N (acetonitrile), O (water). The product is O1C(OCC1)C1=C(C=CC=C1)[C@@H]1NC([C@@H]1NC(COC1=CC=CC=C1)=O)=O (cis-2-[2-(2-Dioxolanyl)phenyl]-4-oxo-3-phenoxyacetylaminoazetidine). Reaction SMILES: COC1C=C(OC)C=CC=1C[N:6]1[C:9](=[O:10])[C@H:8]([NH:11][C:12](=[O:21])[CH2:13][O:14][C:15]2[CH:20]=[CH:19][CH:18]=[CH:17][CH:16]=2)[C@@H:7]1[C:22]1[CH:27]=[CH:26][CH:25]=[CH:24][C:23]=1[CH:28]1[O:32][CH2:31][CH2:30][O:29]1>C(#N)C.O>[O:29]1[CH2:30][CH2:31][O:32][CH:28]1[C:23]1[CH:24]=[CH:25][CH:26]=[CH:27][C:22]=1[C@H:7]1[C@@H:8]([NH:11][C:12](=[O:21])[CH2:13][O:14][C:15]2[CH:16]=[CH:17][CH:18]=[CH:19][CH:20]=2)[C:9](=[O:10])[NH:6]1. Reported procedure: The product of Example 4 (1.56 g, 3 mmol) was dissolved in a mixture of acetonitrile (120 ml) and distilled water (30 ml), degassed with argon for 30 minutes, and brought to reflux. A degassed solution of K2S2O8 (5.67 g, 21 mmol) and Na2HPO4.7H2O (2.81 g, 10.5 mmol) in distilled water (120 ml) was added in 8 equal portions at 4 minute intervals to the refluxing solution, the reaction being kept at pH >6 by the addition of solid Na2HPO4.7H2O. The acetonitrile was evaporated and the residue was ex... The reactants are CC1(C)OC(=O)c2ccccc2C1n1cncc1C(=O)O, CN(C)C=O, O=C(Cl)C(=O)Cl, ClCCl, NCc1ccccc1. Yields the product CC1(C)OC(=O)c2ccccc2C1n1cncc1C(=O)NCc1ccccc1. As a reaction SMILES: [CH3:1][C:2]1([CH3:21])[O:3][C:4](=[O:20])[c:5]2[cH:6][cH:7][cH:8][cH:9][c:10]2[CH:11]1[n:12]1[cH:13][n:14][cH:15][c:16]1[C:17](=[O:18])[OH:19].[CH3:22][N:23]([CH3:24])[CH:25]=[O:26].[Cl:27][C:28]([C:29]([Cl:30])=[O:31])=[O:32].[Cl:41][CH2:42][Cl:43].[NH2:33][CH2:34][c:35]1[cH:36][cH:37][cH:38][cH:39][cH:40]1>>[CH3:1][C:2]1([CH3:21])[O:3][C:4](=[O:20])[c:5]2[cH:6][cH:7][cH:8][cH:9][c:10]2[CH:11]1[n:12]1[cH:13][n:14][cH:15][c:16]1[C:17](=[O:19])[NH:33][CH2:34][c:35]1[cH:36][cH:37][cH:38][cH:39][cH:40]1.